This data is from the Open Reaction Database (ORD), a public repository of structured organic reaction records. The task is: describe an organic reaction: reactants, conditions, products, and yield Reactants: Cl (hydrochloric acid), ClC1=C(C(=O)OC(C)C)C=C(C(=C1)F)N1C(N(C2=C(C1=O)CCC2)C)=O (isopropyl 2-chloro-4-fluoro-5-(1,2,4,5,6,7-hexahydro-1-methyl-2,4-dioxo-3H-cyclopenta[d]pyrimidin-3-yl)-benzoate), [OH-].[Na+] (sodium hydroxide). Solvent: O (water), CO (methanol), O (water). Run at time 15 hour. Yields the product ClC1=C(C(=O)O)C=C(C(=C1)F)N1C(N(C2=C(C1=O)CCC2)C)=O (2-Chloro-4-fluoro-5-(1,2,4,5,6,7-hexahydro-1-methyl-2,4-dioxo-3H-cyclopenta[d]pyrimidin-3-yl)-benzoic acid). RXN SMILES: [Cl:1][C:2]1[CH:13]=[C:12]([F:14])[C:11]([N:15]2[C:20](=[O:21])[C:19]3[CH2:22][CH2:23][CH2:24][C:18]=3[N:17]([CH3:25])[C:16]2=[O:26])=[CH:10][C:3]=1[C:4]([O:6]C(C)C)=[O:5].[OH-].[Na+].Cl>CO.O>[Cl:1][C:2]1[CH:13]=[C:12]([F:14])[C:11]([N:15]2[C:20](=[O:21])[C:19]3[CH2:22][CH2:23][CH2:24][C:18]=3[N:17]([CH3:25])[C:16]2=[O:26])=[CH:10][C:3]=1[C:4]([OH:6])=[O:5] |f:1.2|. Procedure: A solution of 26.6 g of isopropyl 2-chloro-4-fluoro-5-(1,2,4,5,6,7-hexahydro-1-methyl-2,4-dioxo-3H-cyclopenta[d]pyrimidin-3-yl)-benzoate in 1.7 l of methanol is treated with a solution of 3.08 g of sodium hydroxide in 700 ml of water. The reaction mixture is stirred at room temperature for 15 hours, during which 2.1 l of water are continuously added dropwise. Stirring is continued for a further 15 hours during which the pH value of the mixture reaches 9-10. The mixture is acidified with concentr... Starting materials: F\C(\CO)=C(/CC)\C1=CC=2C(CCC(C2C=C1OCOC)(C)C)(C)C ((E)-2-fluoro-3-(3-methoxymethoxy-5,5,8,8-tetramethyl-5,6,7,8-tetrahydro-naphthalen-2-yl)-pent-2-en-1-ol), F\C(\CO)=C(/CC)\C1=CC=2C(CCC(C2C=C1OCOC)(C)C)(C)C ((E)-2-fluoro-3-(3-methoxymethoxy-5,5,8,8-tetramethyl-5,6,7,8-tetrahydro-naphthalen-2-yl)-pent-2-en-1-ol), C[N+]1(CCOCC1)[O-] (NMO). Reagents/catalysts: CCC[N+](CCC)(CCC)CCC.[O-][Ru](=O)(=O)=O (TPAP). The solvent is C(Cl)Cl (CH2Cl2). Yields the product F\C(\C=O)=C(/CC)\C1=CC=2C(CCC(C2C=C1OCOC)(C)C)(C)C ((E)-2-Fluoro-3-(3-methoxymethoxy-5,5,8,8-tetramethyl-5,6,7,8-tetrahydro-naphthalen-2-yl)-pent-2-enal). RXN SMILES: [F:1]/[C:2](=[C:5](/[C:8]1[C:17]([O:18][CH2:19][O:20][CH3:21])=[CH:16][C:15]2[C:14]([CH3:23])([CH3:22])[CH2:13][CH2:12][C:11]([CH3:25])([CH3:24])[C:10]=2[CH:9]=1)\[CH2:6][CH3:7])/[CH2:3][OH:4].C[N+]1([O-])CCOCC1>CCC[N+](CCC)(CCC)CCC.[O-][Ru](=O)(=O)=O.C(Cl)Cl>[F:1]/[C:2](=[C:5](/[C:8]1[C:17]([O:18][CH2:19][O:20][CH3:21])=[CH:16][C:15]2[C:14]([CH3:23])([CH3:22])[CH2:13][CH2:12][C:11]([CH3:24])([CH3:25])[C:10]=2[CH:9]=1)\[CH2:6][CH3:7])/[CH:3]=[O:4] |f:2.3|. Reported procedure: Following General Procedure D and using (E)-2-fluoro-3-(3-methoxymethoxy-5,5,8,8-tetramethyl-5,6,7,8-tetrahydro-naphthalen-2-yl)-pent-2-en-1-ol (Intermediate 16, 1.69 g, 4.83 mmol), NMO (1.4 g, 12.1 mmol), TPAP (catalytic amount), and CH2Cl2 (5 mL) followed by flash column chromatography on silica gel (5% EtOAc-hexane) the title compound was obtained as a off-white solid (1.48 g, 88%). Starting materials: C1CCCCC1 (cyclohexane), C(#N)C1(C2CC3CC(CC1C3)C2)O (2-cyanoadamantan-2-ol), [H-].[Al+3].[Li+].[H-].[H-].[H-] (lithium aluminum hydride). The solvent is CCOCC (ether), CCOCC (ether). Yields the product NCC1(C2CC3CC(CC1C3)C2)O (2-aminomethyl-2-hydroxyadamantane). Isolated yield 75.4%. As a reaction SMILES: [C:1]([C:3]1([OH:13])[CH:10]2[CH2:11][CH:6]3[CH2:7][CH:8]([CH2:12][CH:4]1[CH2:5]3)[CH2:9]2)#[N:2].[H-].[Al+3].[Li+].[H-].[H-].[H-].C1CCCCC1>CCOCC>[NH2:2][CH2:1][C:3]1([OH:13])[CH:4]2[CH2:12][CH:8]3[CH2:7][CH:6]([CH2:11][CH:10]1[CH2:9]3)[CH2:5]2 |f:1.2.3.4.5.6|. Reported procedure: A solution of 2-cyanoadamantan-2-ol (6.0 grams, 0.03 mol) in ether was added to a suspension of lithium aluminum hydride (3.9 grams, 0.13 mol) in ether. The reaction mixture was refluxed for 6 hours. Following workup, 4.10 grams of 2-aminomethyl-2-hydroxyadamantane were obtained as white crystals, melting point 154°-156° C. (cyclohexane). Reactants: CCO, CCN(Cc1ccc(C#Cc2ccc(CC(=O)OC)cc2)cc1C)C1CC1, [Na+], C1CCOC1, [OH-]. Product: CCN(Cc1ccc(C#Cc2ccc(CC(=O)O)cc2)cc1C)C1CC1. As a reaction SMILES: [CH3:30][CH2:31][OH:32].[CH:1]1([N:4]([CH2:5][CH3:6])[CH2:7][c:8]2[c:9]([CH3:27])[cH:10][c:11]([C:14]#[C:15][c:16]3[cH:17][cH:18][c:19]([CH2:22][C:23](=[O:24])[O:25][CH3:26])[cH:20][cH:21]3)[cH:12][cH:13]2)[CH2:2][CH2:3]1.[Na+:29].[O:33]1[CH2:34][CH2:35][CH2:36][CH2:37]1.[OH-:28]>>[CH:1]1([N:4]([CH2:5][CH3:6])[CH2:7][c:8]2[c:9]([CH3:27])[cH:10][c:11]([C:14]#[C:15][c:16]3[cH:17][cH:18][c:19]([CH2:22][C:23](=[O:24])[OH:25])[cH:20][cH:21]3)[cH:12][cH:13]2)[CH2:2][CH2:3]1. Reactants: C1(=CC=CC=C1)CCCC(CCCC1=CC=CC=C1)NC(=O)C1CCN(CC1)C(=O)C1CCN(CC1)C(=O)OC(C)(C)C (1-(1-tert-butoxycarbonylpiperidine-4-carbonyl)-piperidine-4-carboxylic acid [4-phenyl-1-(3-phenyl-propyl)-butyl]amide), FC(C(=O)O)(F)F (Trifluoroacetic acid). The solvent is C(Cl)Cl (methylene chloride). Run at time 1.25 hour. Yields the product C1(=CC=CC=C1)CCCC(CCCC1=CC=CC=C1)NC(=O)C1CCN(CC1)C(=O)C1CCNCC1 (1-(piperidine-4-carbonyl)-piperidine-4-carboxylic acid [4-phenyl-1-(3-phenyl-propyl)-butyl]-amide). Yield: 108.0%. As a reaction SMILES: [C:1]1([CH2:7][CH2:8][CH2:9][CH:10]([NH:20][C:21]([CH:23]2[CH2:28][CH2:27][N:26]([C:29]([CH:31]3[CH2:36][CH2:35][N:34](C(OC(C)(C)C)=O)[CH2:33][CH2:32]3)=[O:30])[CH2:25][CH2:24]2)=[O:22])[CH2:11][CH2:12][CH2:13][C:14]2[CH:19]=[CH:18][CH:17]=[CH:16][CH:15]=2)[CH:6]=[CH:5][CH:4]=[CH:3][CH:2]=1.FC(F)(F)C(O)=O>C(Cl)Cl>[C:1]1([CH2:7][CH2:8][CH2:9][CH:10]([NH:20][C:21]([CH:23]2[CH2:24][CH2:25][N:26]([C:29]([CH:31]3[CH2:36][CH2:35][NH:34][CH2:33][CH2:32]3)=[O:30])[CH2:27][CH2:28]2)=[O:22])[CH2:11][CH2:12][CH2:13][C:14]2[CH:15]=[CH:16][CH:17]=[CH:18][CH:19]=2)[CH:6]=[CH:5][CH:4]=[CH:3][CH:2]=1. Reported procedure: 1-(1-tert-butoxycarbonylpiperidine-4-carbonyl)-piperidine-4-carboxylic acid [4-phenyl-1-(3-phenyl-propyl)-butyl]-amide (70) (1.84 g; 3.12 mmol) is dissolved in methylene chloride (30 mL) at ambient temperature. Trifluoroacetic acid (15 mL) is added in a slow stream, and the solution is stirred for 1.25 hours at ambient temperature. The solution is concentrated in vacuo at 40° C. The residue is dissolved in methylene chloride (200 mL) and poured onto saturated sodium bicarbonate solution. The pH ... As a reaction SMILES: [CH2:1]([CH3:2])[Si:3]([CH2:4][CH3:5])([CH2:6][CH3:7])[Cl:8].[CH2:33]([Cl:34])[Cl:35].[CH2:9]([CH3:10])[O:11][C:12](=[O:13])[CH:14]1[CH:15]([OH:27])[C:16]([CH3:26])=[C:17]([c:19]2[n:20][cH:21][c:22]([CH3:25])[cH:23][cH:24]2)[CH2:18]1.[nH:28]1[cH:29][cH:30][n:31][cH:32]1>>[CH2:1]([CH3:2])[Si:3]([CH2:4][CH3:5])([CH2:6][CH3:7])[O:27][CH:15]1[CH:14]([C:12]([O:11][CH2:9][CH3:10])=[O:13])[CH2:18][C:17]([c:19]2[n:20][cH:21][c:22]([CH3:25])[cH:23][cH:24]2)=[C:16]1[CH3:26]. Starting materials: CC[Si](Cl)(CC)CC, ClCCl, CCOC(=O)C1CC(c2ccc(C)cn2)=C(C)C1O, c1c[nH]cn1. Yields the product CCOC(=O)C1CC(c2ccc(C)cn2)=C(C)C1O[Si](CC)(CC)CC. The reactants are COC=1C=C2C=CNC2=CC1 (5-methoxyindole), O.Cl.N1CCC(CC1)=O (4-piperidone hydrochloride hydrate). Product: COC=1C=C2C(=CNC2=CC1)C=1CCNCC1 (5-methoxy-3-(1,2,3,6-tetrahydropyridin-4-yl)-1H-indole). As a reaction SMILES: [CH3:1][O:2][C:3]1[CH:4]=[C:5]2[C:9](=[CH:10][CH:11]=1)[NH:8][CH:7]=[CH:6]2.O.Cl.[NH:14]1[CH2:19][CH2:18][C:17](=O)[CH2:16][CH2:15]1>>[CH3:1][O:2][C:3]1[CH:4]=[C:5]2[C:9](=[CH:10][CH:11]=1)[NH:8][CH:7]=[C:6]2[C:17]1[CH2:18][CH2:19][NH:14][CH2:15][CH:16]=1 |f:1.2.3|. Procedure: The title compound was prepared in a fashion similar to that described in Preparation 30 from 5-methoxyindole (5.0 g, 34 mmol) and 4-piperidone hydrochloride hydrate (10.0 g, 65 mmol). The product was isolated as a yellow solid. Yield 6.1 g (79%). mp 191°-195° C. FDMS m/e=228 (M+ of free base).